From a dataset of the Open Reaction Database (ORD), a public repository of structured organic reaction records. describe an organic reaction: reactants, conditions, products, and yield Reactants: CCCCc1cc2ccccc2[nH]1, CI, CCOC(C)=O, Cl, [H-], [Na+], CN(C)C=O. The product is CCCCc1cc2ccccc2n1C. RXN SMILES: [CH2:3]([CH2:4][CH2:5][CH3:6])[c:7]1[nH:8][c:9]2[cH:10][cH:11][cH:12][cH:13][c:14]2[cH:15]1.[CH3:16][I:17].[CH3:24][CH2:25][O:26][C:27](=[O:28])[CH3:29].[ClH:18].[H-:1].[Na+:2].[O:19]=[CH:20][N:21]([CH3:22])[CH3:23]>>[CH2:3]([CH2:4][CH2:5][CH3:6])[c:7]1[n:8]([CH3:16])[c:9]2[cH:10][cH:11][cH:12][cH:13][c:14]2[cH:15]1. Starting materials: FC(C(=O)O)(F)F (Trifluoroacetic acid), COC(C(C(C)OC(C)=O)=C)=O (methyl-3-acetoxy-2-methylenebutyrate), COCN(C[Si](C)(C)C)CC1=CC=CC=C1 (N-Methoxymethyl-N-trimethylsilylmethylbenzylamine). The solvent is C(Cl)Cl (MeCl2). Reaction conditions: time 8 hour. Yields the product COC(=O)C1(CN(CC1)CC1=CC=CC=C1)C(C)OC(C)=O (3-(1-Acetoxy-ethyl)-1-benzyl-pyrrolidine-3-carboxylic acid methyl ester). Isolated yield 84.9%. RXN SMILES: FC(F)(F)C(O)=O.[CH3:8][O:9][C:10](=[O:19])[C:11](=[CH2:18])[CH:12]([O:14][C:15](=[O:17])[CH3:16])[CH3:13].CO[CH2:22][N:23]([CH2:29][C:30]1[CH:35]=[CH:34][CH:33]=[CH:32][CH:31]=1)[CH2:24][Si](C)(C)C>C(Cl)Cl>[CH3:8][O:9][C:10]([C:11]1([CH:12]([O:14][C:15](=[O:17])[CH3:16])[CH3:13])[CH2:18][CH2:22][N:23]([CH2:29][C:30]2[CH:31]=[CH:32][CH:33]=[CH:34][CH:35]=2)[CH2:24]1)=[O:19]. Procedure: Trifluoroacetic acid (0.5 g, 4.38 mmol) was added to a solution of methyl-3-acetoxy-2-methylenebutyrate (5 g, 29.03 mmol) (1) and N-Methoxymethyl-N-trimethylsilylmethylbenzylamine (6.89 g, 29.03 mmol) (2) in MeCl2 (100 ml) at 0° C., then stirred overnight at room temperature. The solvent was evaporated, and residue extracted with EtOAc (200 ml), NaHCO3 (30 ml and H2O (100 ml). The organic layer was separated, dried (MgSO4), filtered and solvent evaporated yielding an oil which chromatographed on... Starting materials: O (water), BrC1=CSC=2C1=CNC(C2)=O (3-bromothieno[3,2-c]pyridin-6(5H)-one), CI (methyl iodide), [H-].[Na+] (sodium hydride). Solvent: CN(C)C=O (DMF). Reaction conditions: time 1 hour. Product: BrC1=CSC=2C1=CN(C(C2)=O)C (3-bromo-5-methylthieno[3,2-c]pyridin-6(5H)-one). The yield is 48.2%. RXN SMILES: [Br:1][C:2]1[C:6]2=[CH:7][NH:8][C:9](=[O:11])[CH:10]=[C:5]2[S:4][CH:3]=1.[H-].[Na+].[CH3:14]I.O>CN(C=O)C>[Br:1][C:2]1[C:6]2=[CH:7][N:8]([CH3:14])[C:9](=[O:11])[CH:10]=[C:5]2[S:4][CH:3]=1 |f:1.2|. Procedure: To a suspension of 3-bromothieno[3,2-c]pyridin-6(5H)-one (235 mg, 1.02 mmol) in DMF (3.9 mL) was added sodium hydride (25.7 mg, 1.07 mmol). The mixture stirred 1 h at room temperature, and then methyl iodide (69.9 μL, 1.12 mmol) was added. The reaction stirred a further 1 h at room temperature and then was poured into water (100 mL). The mixture was extracted with dichloromethane (3×50 mL). The combined organic fractions were washed with water (3×50 mL), dried over sodium sulfate, filtered, and ...